This data is from the Open Reaction Database (ORD), a public repository of structured organic reaction records. The task is: describe an organic reaction: reactants, conditions, products, and yield The reactants are [N+](=O)([O-])C1=CC=C(C=C1)S(=O)(=O)NC1CCNCC1 (4-nitro-N-piperidin-4-yl-benzenesulfonamide), C(C)(C)N(CC)C(C)C (diisopropylethylamine), ClC(=O)OCC1=CC=CC=C1 (Benzyl chloroformate). Solvent: C1CCOC1 (THF), C(C)(=O)OCC (ethyl acetate). Run at time 18 hour. Yields the product C(C1=CC=CC=C1)OC(=O)N1CCC(CC1)NS(=O)(=O)C1=CC=C(C=C1)[N+](=O)[O-] (4-(4-Nitro-benzenesulfonylamino)-piperidine-1-carboxylic acid benzyl ester). Yield: 47.7%. As a reaction SMILES: Cl[C:2]([O:4][CH2:5][C:6]1[CH:11]=[CH:10][CH:9]=[CH:8][CH:7]=1)=[O:3].[N+:12]([C:15]1[CH:20]=[CH:19][C:18]([S:21]([NH:24][CH:25]2[CH2:30][CH2:29][NH:28][CH2:27][CH2:26]2)(=[O:23])=[O:22])=[CH:17][CH:16]=1)([O-:14])=[O:13].C(N(C(C)C)CC)(C)C>C1COCC1.C(OCC)(=O)C>[CH2:5]([O:4][C:2]([N:28]1[CH2:29][CH2:30][CH:25]([NH:24][S:21]([C:18]2[CH:17]=[CH:16][C:15]([N+:12]([O-:14])=[O:13])=[CH:20][CH:19]=2)(=[O:23])=[O:22])[CH2:26][CH2:27]1)=[O:3])[C:6]1[CH:11]=[CH:10][CH:9]=[CH:8][CH:7]=1. Procedure: Benzyl chloroformate (0.7 ml, 4.9 mmol) was added drop wise to a cool (0° C.) solution of 4-nitro-N-piperidin-4-yl-benzenesulfonamide (1.4 g, 4.9 mmol) and diisopropylethylamine (1.6 ml, 9.8 mmol) in THF (10 ml). The resulting mixture was warmed to room temperature and stirred under a nitrogen atmosphere for 18 hours. After this time, the mixture was diluted with ethyl acetate (50 ml), washed with water (50 ml), the organic layer was separated and dried (MgSO4), filtered and concentrated under v... The reactants are C(C)O (ethanol), [OH-].[K+] (KOH), C(C1=CC=CC=C1)S (benzyl mercaptan), ClC1=NC=CC=C1[N+](=O)[O-] (2-chloro-3-nitropyridine). Run in O (water). Conditions: temperature 55 celsius, time 25 minute. The product is C(C1=CC=CC=C1)SC1=NC=CC=C1[N+](=O)[O-] (2-benzylthio-3-nitropyridine). The yield is 37.4%. Reaction SMILES: C(O)C.[OH-].[K+].[CH2:6]([SH:13])[C:7]1[CH:12]=[CH:11][CH:10]=[CH:9][CH:8]=1.Cl[C:15]1[C:20]([N+:21]([O-:23])=[O:22])=[CH:19][CH:18]=[CH:17][N:16]=1>O>[CH2:6]([S:13][C:15]1[C:20]([N+:21]([O-:23])=[O:22])=[CH:19][CH:18]=[CH:17][N:16]=1)[C:7]1[CH:12]=[CH:11][CH:10]=[CH:9][CH:8]=1 |f:1.2|. Procedure: To a stirred solution of 35 ml of ethanol, 1 ml of water, and 2.0 g (0.025 mole) of 85% KOH pellets was added 3.2 g (0.025 mole) of benzyl mercaptan. To this mixture was added 4 g (0.025 mole) of 2-chloro-3-nitropyridine. After complete addition (20 minutes), the reaction mixture was warmed to 55° C. and held at that temperature for 25 minutes. It was then allowed to cool to room temperature over the next hour. The solid was filtered off (KCl) and the ethanol was removed from the filtrate. The r... Reactants: C1(CC1)C=1N=CC(=NC1OCC1CC1)C(=O)O (5-cyclopropyl-6-cyclopropylmethoxy-pyrazine-2-carboxylic acid), N[C@](CO)(C(C)C)C ((2S)-2-amino-2,3-dimethyl-1-butanol). Product: OC[C@@](C(C)C)(C)NC(=O)C1=NC(=C(N=C1)C1CC1)OCC1CC1 (5-Cyclopropyl-6-cyclopropylmethoxy-pyrazine-2-carboxylic acid ((S)-1-hydroxymethyl-1,2-dimethyl-propyl)-amide). RXN SMILES: [CH:1]1([C:4]2[N:5]=[CH:6][C:7]([C:15]([OH:17])=O)=[N:8][C:9]=2[O:10][CH2:11][CH:12]2[CH2:14][CH2:13]2)[CH2:3][CH2:2]1.[NH2:18][C@@:19]([CH3:25])([CH:22]([CH3:24])[CH3:23])[CH2:20][OH:21]>>[OH:21][CH2:20][C@:19]([NH:18][C:15]([C:7]1[CH:6]=[N:5][C:4]([CH:1]2[CH2:2][CH2:3]2)=[C:9]([O:10][CH2:11][CH:12]2[CH2:13][CH2:14]2)[N:8]=1)=[O:17])([CH3:25])[CH:22]([CH3:24])[CH3:23]. Procedure: The title compound was synthesized in analogy to Example 15, using 5-cyclopropyl-6-cyclopropylmethoxy-pyrazine-2-carboxylic acid (Example 10 g; 100 mg, 0.42 mmol) and (2S)-2-amino-2,3-dimethyl-1-butanol (CAN 956102-64-0, 107.06 mg, 0.64 mmol) as starting materials, and isolated (25 mg, 16.04%) as off white sticky solid, LC-MS (UV peak area, ESI) 90.02%, 334.4 (M+H). Reactants: FC(CN=C(NC1=NC(=NC=C1)S(=O)C)N)(F)F (4-[2-(2,2,2-Trifluoroethyl)guanidino]-2-methylsulphinylpyrimidine), OCCCC1=NC=CC=C1 (2-(3-hydroxypropyl)pyridine), [H-].[Na+] (sodium hydride). Run in CN(C)C=O (DMF). Yields the product FC(CN=C(NC1=NC(=NC=C1)OCCCC1=NC=CC=C1)N)(F)F (2-[3-(4-[2-(2,2,2-trifluoroethyl)guanidino]-pyrimid-2-yloxy)propyl]pyridine). Isolated yield 23.8%. RXN SMILES: [F:1][C:2]([F:18])([F:17])[CH2:3][N:4]=[C:5]([NH2:16])[NH:6][C:7]1[CH:12]=[CH:11][N:10]=[C:9](S(C)=O)[N:8]=1.[OH:19][CH2:20][CH2:21][CH2:22][C:23]1[CH:28]=[CH:27][CH:26]=[CH:25][N:24]=1.[H-].[Na+]>CN(C=O)C>[F:1][C:2]([F:18])([F:17])[CH2:3][N:4]=[C:5]([NH2:16])[NH:6][C:7]1[CH:12]=[CH:11][N:10]=[C:9]([O:19][CH2:20][CH2:21][CH2:22][C:23]2[CH:28]=[CH:27][CH:26]=[CH:25][N:24]=2)[N:8]=1 |f:2.3|. Procedure details: 4-[2-(2,2,2-Trifluoroethyl)guanidino]-2-methylsulphinylpyrimidine (150 mg.) was added to a stirred mixture of 2-(3-hydroxypropyl)pyridine (82 mg.), a 50% w/w dispersion of sodium hydride in oil (30 mg.) and DMF (2 ml.) and the mixture heated at 90° for 1 hour. The mixture was evaporated to dryness and the residue partitioned between water and EtOAc. The EtOAc phase was dried and evaporated to dryness. The residue was subjected to preparative thin layer chromatography using EtOAc/MeOH/aqueous amm... The reactants are CC(C)(C)OC(=O)N1CCN(c2ncc(Br)cn2)CC1, N=C(c1ccccc1)c1ccccc1, O=C([O-])O, C1CCOC1, CC(C)(C)[O-], Cc1ccccc1, CCOC(C)=O, [Na+], [Na+], c1ccc(P(c2ccccc2)c2ccc3ccccc3c2-c2c(P(c3ccccc3)c3ccccc3)ccc3ccccc23)cc1. Yields the product CC(C)(C)OC(=O)N1CCN(c2ncc(N)cn2)CC1. As a reaction SMILES: [Br:1][c:2]1[cH:3][n:4][c:5]([N:8]2[CH2:9][CH2:10][N:11]([C:14](=[O:15])[O:16][C:17]([CH3:18])([CH3:19])[CH3:20])[CH2:12][CH2:13]2)[n:6][cH:7]1.[C:27]([c:28]1[cH:29][cH:30][cH:31][cH:32][cH:33]1)([c:34]1[cH:35][cH:36][cH:37][cH:38][cH:39]1)=[NH:40].[C:87](=[O:88])([O-:89])[OH:90].[CH2:105]1[O:106][CH2:107][CH2:108][CH2:109]1.[CH3:21][C:22]([CH3:23])([O-:24])[CH3:25].[CH3:92][c:93]1[cH:94][cH:95][cH:96][cH:97][cH:98]1.[CH3:99][CH2:100][O:101][C:102]([CH3:103])=[O:104].[Na+:26].[Na+:91].[cH:41]1[cH:42][cH:43][c:44]([P:45]([c:46]2[cH:47][cH:48][c:49]3[c:50]([cH:51][cH:52][cH:53][cH:54]3)[c:55]2-[c:56]2[c:57]3[c:58]([cH:59][cH:60][cH:61][cH:62]3)[cH:63][cH:64][c:65]2[P:66]([c:67]2[cH:68][cH:69][cH:70][cH:71][cH:72]2)[c:73]2[cH:74][cH:75][cH:76][cH:77][cH:78]2)[c:79]2[cH:80][cH:81][cH:82][cH:83][cH:84]2)[cH:85][cH:86]1>>[c:2]1([NH2:40])[cH:3][n:4][c:5]([N:8]2[CH2:9][CH2:10][N:11]([C:14](=[O:15])[O:16][C:17]([CH3:18])([CH3:19])[CH3:20])[CH2:12][CH2:13]2)[n:6][cH:7]1. Reactants: NC1=NC2(CO1)c1cc(I)ccc1Oc1ncc(Br)cc12, O=C([O-])[O-], C1CCOC1, [K+], [K+], O, c1ccc(P(c2ccccc2)(c2ccccc2)[Pd](P(c2ccccc2)(c2ccccc2)c2ccccc2)(P(c2ccccc2)(c2ccccc2)c2ccccc2)P(c2ccccc2)(c2ccccc2)c2ccccc2)cc1, OB(O)c1cncnc1. The product is NC1=NC2(CO1)c1cc(-c3cncnc3)ccc1Oc1ncc(Br)cc12. Reaction SMILES: [Br:1][c:2]1[cH:3][c:4]2[c:5]([n:6][cH:7]1)[O:8][c:9]1[cH:10][cH:11][c:12]([I:21])[cH:13][c:14]1[C:15]21[N:16]=[C:17]([NH2:20])[O:18][CH2:19]1.[C:36](=[O:37])([O-:38])[O-:39].[CH2:31]1[O:32][CH2:33][CH2:34][CH2:35]1.[K+:40].[K+:41].[OH2:42].[cH:43]1[cH:44][cH:45][c:46]([P:47]([Pd:48]([P:49]([c:50]2[cH:51][cH:52][cH:53][cH:54][cH:55]2)([c:56]2[cH:57][cH:58][cH:59][cH:60][cH:61]2)[c:62]2[cH:63][cH:64][cH:65][cH:66][cH:67]2)([P:68]([c:69]2[cH:70][cH:71][cH:72][cH:73][cH:74]2)([c:75]2[cH:76][cH:77][cH:78][cH:79][cH:80]2)[c:81]2[cH:82][cH:83][cH:84][cH:85][cH:86]2)[P:87]([c:88]2[cH:89][cH:90][cH:91][cH:92][cH:93]2)([c:94]2[cH:95][cH:96][cH:97][cH:98][cH:99]2)[c:100]2[cH:101][cH:102][cH:103][cH:104][cH:105]2)([c:106]2[cH:107][cH:108][cH:109][cH:110][cH:111]2)[c:112]2[cH:113][cH:114][cH:115][cH:116][cH:117]2)[cH:118][cH:119]1.[n:22]1[cH:23][n:24][cH:25][c:26]([B:28]([OH:29])[OH:30])[cH:27]1>>[Br:1][c:2]1[cH:3][c:4]2[c:5]([n:6][cH:7]1)[O:8][c:9]1[cH:10][cH:11][c:12](-[c:26]3[cH:25][n:24][cH:23][n:22][cH:27]3)[cH:13][c:14]1[C:15]21[N:16]=[C:17]([NH2:20])[O:18][CH2:19]1. Reactants: C(C)(C)C1=C(C=CC=C1)O (2-isopropylphenol), C(C)(=O)O (acetic acid), CS(=O)C (dimethylsulfoxide), Br (hydrobromic acid). Run in O (water). Run at time 30 minute. Yields the product BrC1=CC(=C(C=C1)O)C(C)C (4-Bromo-2-isopropylphenol). As a reaction SMILES: [CH:1]([C:4]1[CH:9]=[CH:8][CH:7]=[CH:6][C:5]=1[OH:10])([CH3:3])[CH3:2].C(O)(=O)C.CS(C)=O.[BrH:19]>O>[Br:19][C:8]1[CH:7]=[CH:6][C:5]([OH:10])=[C:4]([CH:1]([CH3:3])[CH3:2])[CH:9]=1. Procedure details: To a mixture of 2-isopropylphenol (3.0 g), acetic acid (30 mL) and dimethylsulfoxide (15 mL) was added dropwise 48% hydrobromic acid (15 mL) at room temperature. The mixture was stirred for 30 min, and poured into water. The resulting mixture was extracted with ethyl acetate. The organic layer was washed successively with water, a saturated aqueous solution of sodium bicarbonate and brine, and dried over anhydrous magnesium sulfate. The solvent was evaporated under reduced pressure to afford the... The reactants are ClCCl, CC(C)(C)OC(=O)N1CCc2ccc(Cl)c(CSc3nsc(N)n3)c2CC1, O=C(O)C(F)(F)F. Product: Nc1nc(SCc2c(Cl)ccc3c2CCNCC3)ns1. As a reaction SMILES: [Cl:35][CH2:36][Cl:37].[NH2:1][c:2]1[n:3][c:4]([S:7][CH2:8][c:9]2[c:10]([Cl:27])[cH:11][cH:12][c:13]3[c:19]2[CH2:18][CH2:17][N:16]([C:20]([O:21][C:22]([CH3:23])([CH3:24])[CH3:25])=[O:26])[CH2:15][CH2:14]3)[n:5][s:6]1.[OH:28][C:29]([C:30]([F:31])([F:32])[F:33])=[O:34]>>[NH2:1][c:2]1[n:3][c:4]([S:7][CH2:8][c:9]2[c:10]([Cl:27])[cH:11][cH:12][c:13]3[c:19]2[CH2:18][CH2:17][NH:16][CH2:15][CH2:14]3)[n:5][s:6]1.